Dataset: the Open Reaction Database (ORD), a public repository of structured organic reaction records. Task: describe an organic reaction: reactants, conditions, products, and yield The reactants are CC([O-])=S, CS(=O)(=O)OC1CN(c2nc(CN3C(=O)CCC3=O)cs2)C1, CN(C)C=O, [K+]. The product is CC(=O)SC1CN(c2nc(CN3C(=O)CCC3=O)cs2)C1. Reaction SMILES: [C:23]([CH3:24])(=[S:25])[O-:26].[CH3:1][S:2]([O:3][CH:6]1[CH2:7][N:8]([c:10]2[s:11][cH:12][c:13]([CH2:15][N:16]3[C:17](=[O:22])[CH2:18][CH2:19][C:20]3=[O:21])[n:14]2)[CH2:9]1)(=[O:4])=[O:5].[CH3:28][N:29]([CH3:30])[CH:31]=[O:32].[K+:27]>>[CH:6]1([S:25][C:23]([CH3:24])=[O:26])[CH2:7][N:8]([c:10]2[s:11][cH:12][c:13]([CH2:15][N:16]3[C:17](=[O:22])[CH2:18][CH2:19][C:20]3=[O:21])[n:14]2)[CH2:9]1. Starting materials: CN(C)C=O, CCN(C(C)C)C(C)C, CC(C)CC(C(=O)NN(c1ccccc1)S(C)(=O)=O)C(CN)C(=O)OC(C)(C)C, O=C=Nc1ccccc1. Product: CC(C)CC(C(=O)NN(c1ccccc1)S(C)(=O)=O)C(CNC(=O)Nc1ccccc1)C(=O)OC(C)(C)C. RXN SMILES: [CH3:48][N:49]([CH3:50])[CH:51]=[O:52].[CH:30]([N:31]([CH2:32][CH3:33])[CH:34]([CH3:35])[CH3:36])([CH3:37])[CH3:38].[NH2:1][CH2:2][CH:3]([C:4](=[O:5])[O:6][C:7]([CH3:8])([CH3:9])[CH3:10])[CH:11]([C:12](=[O:13])[NH:14][N:15]([c:16]1[cH:17][cH:18][cH:19][cH:20][cH:21]1)[S:22](=[O:23])(=[O:24])[CH3:25])[CH2:26][CH:27]([CH3:28])[CH3:29].[O:39]=[C:40]=[N:41][c:42]1[cH:43][cH:44][cH:45][cH:46][cH:47]1>>[NH:1]([CH2:2][CH:3]([C:4](=[O:5])[O:6][C:7]([CH3:8])([CH3:9])[CH3:10])[CH:11]([C:12](=[O:13])[NH:14][N:15]([c:16]1[cH:17][cH:18][cH:19][cH:20][cH:21]1)[S:22](=[O:23])(=[O:24])[CH3:25])[CH2:26][CH:27]([CH3:28])[CH3:29])[C:40](=[O:39])[NH:41][c:42]1[cH:43][cH:44][cH:45][cH:46][cH:47]1. The reactants are ClC1=C(C=CC=C1)C1=CC2=C(N=C(N=C2)SC)N=C1O (6-(2-chlorophenyl)-2-methylthio-pyrido[2,3-d]pyrimidin-7-ol), OOS(=O)[O-].[K+] (Oxone), O (water). Run at time 5 hour. The product is ClC1=C(C=CC=C1)C1=CC2=C(N=C(N=C2)S(=O)(=O)C)N=C1O (6-(2-chlorophenyl)-2-methanesulfonyl-pyrido[2,3-d]pyrimidin-7-ol). Isolated yield 83.0%. Reaction SMILES: [Cl:1][C:2]1[CH:7]=[CH:6][CH:5]=[CH:4][C:3]=1[C:8]1[C:19]([OH:20])=[N:18][C:11]2[N:12]=[C:13]([S:16][CH3:17])[N:14]=[CH:15][C:10]=2[CH:9]=1.[OH:21]OS([O-])=O.[K+].[OH2:27]>>[Cl:1][C:2]1[CH:7]=[CH:6][CH:5]=[CH:4][C:3]=1[C:8]1[C:19]([OH:20])=[N:18][C:11]2[N:12]=[C:13]([S:16]([CH3:17])(=[O:21])=[O:27])[N:14]=[CH:15][C:10]=2[CH:9]=1 |f:1.2|. Procedure: To a solution of 6-(2-chlorophenyl)-2-methylthio-pyrido[2,3-d]pyrimidin-7-ol (25.2 g, 82.9 mmol) was added a slurry of Oxone™ (105 g, 171 mmol) in 200 mL of water. The reaction mixture was stirred for 5 hours, filtered and concentrated in vacuo. The resulting slurry was filtered and the collected solids were successively washed with water four times and dried to give 23.2 g (83%) of 6-(2-chlorophenyl)-2-methanesulfonyl-pyrido[2,3-d]pyrimidin-7-ol as a light-yellow solid. Mass spec. MH+=336, mp=2... Starting materials: C(C)C1=CC=C(CSC=2C=C(C(N(C2)COC)=O)OCOC)C=C1 (5-[(4-ethylbenzyl)sulfanyl]-3-(methoxymethoxy)-1-(methoxymethyl)pyridin-2(1H)-one), C(C)C1=CC=C(CSC=2C=C(C(N(C2)COC)=O)OCOC)C=C1 (5-[(4-ethylbenzyl)sulfanyl]-3-(methoxymethoxy)-1-(methoxymethyl)pyridin-2(1H)-one), Cl (hydrogen chloride). Run in O1CCOCC1 (dioxane). The product is C(C)C1=CC=C(CSC=2C=C(C(NC2)=O)O)C=C1 (5-[(4-ethylbenzyl)sulfanyl]-3-hydroxypyridin-2(1H)-one). Isolated yield 23.5%. As a reaction SMILES: [CH2:1]([C:3]1[CH:24]=[CH:23][C:6]([CH2:7][S:8][C:9]2[CH:10]=[C:11]([O:19]COC)[C:12](=[O:18])[N:13](COC)[CH:14]=2)=[CH:5][CH:4]=1)[CH3:2].Cl>O1CCOCC1>[CH2:1]([C:3]1[CH:4]=[CH:5][C:6]([CH2:7][S:8][C:9]2[CH:10]=[C:11]([OH:19])[C:12](=[O:18])[NH:13][CH:14]=2)=[CH:23][CH:24]=1)[CH3:2]. Reported procedure: A solution of 5-[(4-ethylbenzyl)sulfanyl]-3-(methoxymethoxy)-1-(methoxymethyl)-pyridin-2(1H)-one (253 mg, 0.724 mmol) (Intermediate 17) in hydrogen chloride solution (4 M in dioxane; 2.10 ml, 8.50 mmol) and dioxane (2 ml) was heated under reflux overnight. The reaction mixture was concentrated in vacuo and the resulting solid was recrystallised in boiling ethanol/water. The resulting recrystallised solid was filtered and dried to yield 5-[(4-ethylbenzyl)sulfanyl]-3-hydroxypyridin-2(1H)-one (45 m... Reactants: C1(CC1)S(=O)(=O)C1=CC=C(C=C1)B1OC(C(O1)(C)C)(C)C (2-(4-cyclopropanesulfonyl-phenyl)-4,4,5,5-tetramethyl-[1,3,2]dioxaborolane), C(C1=CC=CC=C1)OC=1C=CC2=C(SC(=C2OC2=CC=C(OCCN3CCCCC3)C=C2)C2=CC(=C(C=C2)S(=O)(=O)C)F)C1 ((2-{4-[6-Benzyloxy-2-(3-fluoro-4-methanesulfonyl-phenyl)-benzo[b]thiophen-3-yloxy]-phenoxy}-ethyl)-piperidine), [F-].[Cs+] (cesium fluoride), C1(CCCCC1)P(C1CCCCC1)C1CCCCC1 (tricyclohexylphosphine). The reagents and catalysts are C(C)(=O)[O-].[Pd+2].C(C)(=O)[O-] (palladium (II) acetate). Solvent: C(C)#N (acetonitrile). Reaction conditions: temperature 80 celsius. The product is N1(CCCCC1)CCOC1=CC=C(OC2=C(C=CC3=CC(=CC=C23)OC)C2=CC=C(C=C2)S(=O)(=O)C2CC2)C=C1 (1-(4-(2-(Piperidin-1-yl)ethoxy)phenoxy)-2-(4-cyclopropanesulfonylphenyl)-6-methoxy-naphthalene). Isolated yield 512.3%. RXN SMILES: [CH:1]1(S(C2C=CC(B3OC(C)(C)C(C)(C)O3)=CC=2)(=O)=O)C[CH2:2]1.[CH2:22]([O:29][C:30]1[CH:31]=[CH:32][C:33]2[C:37]([O:38][C:39]3[CH:53]=[CH:52][C:42]([O:43][CH2:44][CH2:45][N:46]4[CH2:51][CH2:50][CH2:49][CH2:48][CH2:47]4)=[CH:41][CH:40]=3)=[C:36]([C:54]3[CH:59]=[CH:58][C:57]([S:60]([CH3:63])(=[O:62])=[O:61])=[C:56](F)[CH:55]=3)S[C:34]=2[CH:65]=1)C1C=CC=CC=1.[F-].[Cs+].[CH:68]1(P(C2CCCCC2)C2CCCCC2)CCCC[CH2:69]1>C([O-])(=O)C.[Pd+2].C([O-])(=O)C.C(#N)C>[N:46]1([CH2:45][CH2:44][O:43][C:42]2[CH:41]=[CH:40][C:39]([O:38][C:37]3[C:33]4[C:34](=[CH:65][C:30]([O:29][CH3:22])=[CH:31][CH:32]=4)[CH:2]=[CH:1][C:36]=3[C:54]3[CH:55]=[CH:56][C:57]([S:60]([CH:63]4[CH2:69][CH2:68]4)(=[O:62])=[O:61])=[CH:58][CH:59]=3)=[CH:53][CH:52]=2)[CH2:51][CH2:50][CH2:49][CH2:48][CH2:47]1 |f:2.3,5.6.7|. Procedure: Combine 2-(4-cyclopropanesulfonyl-phenyl)-4,4,5,5-tetramethyl-[1,3,2]dioxaborolane (200 mg, 0.65 mmol), the compound of Preparation 1 (150 mg, 0.28 mmol) and cesium fluoride (214 mg, 1.4 mmol) in dried flask fitted with a reflux condenser. In a separate flask combine palladium (II) acetate (6.2 mg, 0.028 mmol) and tricyclohexylphosphine (11.7 mg, 0.042 mmol). Add acetonitrile (3.0 mL) and sonicate for 10 minutes under nitrogen. Add the catalyst solution to the solids and heat in an 80° C. oil ba... The reactants are BrC=1C=C2N(N=CC(=C2N[C@H](C)C(C)(C)C#N)C(=O)N)C1 ((R)-6-bromo-4-((3-cyano-3-methylbutan-2-yl)amino)pyrrolo[1,2-b]pyridazine-3-carboxamide), COC1=CC=C(C=N1)B(O)O ((6-methoxypyridin-3-yl) boronic acid), C1(CCCCC1)P(C1=C(C=CC=C1)C1=C(C=C(C=C1C(C)C)C(C)C)C(C)C)C1CCCCC1 (2-(dicyclohexylphosphino)-2′,4′,6′-triisopropylbiphenyl), P(O)(O)(O)=O (phosphoric acid), [K] (potassium). Reagents/catalysts: C(C)(=O)[O-].[Pd+2].C(C)(=O)[O-] (palladium(II) acetate). Run in O (water), O1CCOCC1 (1,4-dioxane). Reaction conditions: temperature 135 celsius. The product is C(#N)C([C@@H](C)NC=1C=2N(N=CC1C(=O)N)C=C(C2)C=2C=NC(=CC2)OC)(C)C ((R)-4-((3-cyano-3-methylbutan-2-yl)amino)-6-(6-methoxypyridin-3-yl)pyrrolo[1,2-b]pyridazine-3-carboxamide). Isolated yield 68.5%. As a reaction SMILES: Br[C:2]1[CH:3]=[C:4]2[C:9]([NH:10][C@@H:11]([C:13]([C:16]#[N:17])([CH3:15])[CH3:14])[CH3:12])=[C:8]([C:18]([NH2:20])=[O:19])[CH:7]=[N:6][N:5]2[CH:21]=1.[CH3:22][O:23][C:24]1[N:29]=[CH:28][C:27](B(O)O)=[CH:26][CH:25]=1.C1(P(C2CCCCC2)C2C=CC=CC=2C2C(C(C)C)=CC(C(C)C)=CC=2C(C)C)CCCCC1.P(=O)(O)(O)O.[K]>O1CCOCC1.C([O-])(=O)C.[Pd+2].C([O-])(=O)C.O>[C:16]([C:13]([CH3:15])([CH3:14])[C@H:11]([NH:10][C:9]1[C:4]2[N:5]([CH:21]=[C:2]([C:27]3[CH:28]=[N:29][C:24]([O:23][CH3:22])=[CH:25][CH:26]=3)[CH:3]=2)[N:6]=[CH:7][C:8]=1[C:18]([NH2:20])=[O:19])[CH3:12])#[N:17] |f:6.7.8,^1:71|. Procedure: To a mixture of (R)-6-bromo-4-((3-cyano-3-methylbutan-2-yl)amino)pyrrolo[1,2-b]pyridazine-3-carboxamide (160 mg, 0.457 mmol), (6-methoxypyridin-3-yl) boronic acid (105 mg, 0.685 mmol), 2-(dicyclohexylphosphino)-2′,4′,6′-triisopropylbiphenyl (21.78 mg, 0.046 mmol), palladium(II) acetate (5.13 mg, 0.023 mmol) and phosphoric acid, potassium salt (291 mg, 1.371 mmol) taken in 1,4-dioxane (2 mL) and water (0.2 mL) in a pressure tube (15 mL). The reaction mixture was degassed using nitrogen and then h... The reactants are C1(CC1)CC#CC(C)O (5-cyclopropyl-pent-3-yne-2-ol), [Cr](=O)(=O)([O-])Cl.[NH+]1=CC=CC=C1 (pyridinium chlorochromate), C(Cl)Cl (methylene chloride). The solvent is CCOCC (ether). Run at time 3 hour. Yields the product C1(CC1)CC#CC(C)=O (5-cyclopropyl pent-3-yne-2-one). Reaction SMILES: [CH:1]1([CH2:4][C:5]#[C:6][CH:7]([OH:9])[CH3:8])[CH2:3][CH2:2]1.[Cr](Cl)([O-])(=O)=O.[NH+]1C=CC=CC=1.C(Cl)Cl>CCOCC>[CH:1]1([CH2:4][C:5]#[C:6][C:7](=[O:9])[CH3:8])[CH2:3][CH2:2]1 |f:1.2|. Reported procedure: 2-tetrahydropyranyl-but-3-yne (1.14 parts) in 15 parts by volume of tetrahydrofuran are cooled to -20° C. and 4.63 parts by volume of 1.6N n-butyl lithium are added. The reaction mixture is allowed to warm to 0° C. and again cooled to -20° C. and then 1 part of bromomethylcyclopropane in 3 parts by volume of tetrahydrofuran are added. The reaction mixture is allowed to warm to room temperature and 15 parts by volume of hexamethylphosphoric triamide is added and the reaction is stirred over three... The reactants are CCOC(=O)CBr, CC#N, CCN(C(C)C)C(C)C, Nc1ccccc1. Yields the product CCOC(=O)CNc1ccccc1. Reaction SMILES: [Br:17][CH2:18][C:19](=[O:20])[O:21][CH2:22][CH3:23].[CH3:24][C:25]#[N:26].[CH:8]([N:9]([CH2:10][CH3:11])[CH:12]([CH3:13])[CH3:14])([CH3:15])[CH3:16].[NH2:1][c:2]1[cH:3][cH:4][cH:5][cH:6][cH:7]1>>[NH:1]([c:2]1[cH:3][cH:4][cH:5][cH:6][cH:7]1)[CH2:18][C:19](=[O:20])[O:21][CH2:22][CH3:23]. The reactants are FC1=C(C(=O)O)C(=CC=C1)F (2,6-difluorobenzoic acid), C(C)N=C=NCCCN(C)C (1-ethyl-3-[3-dimethylaminopropyl]-carbodiimide), N,N-dimethylamino-pyridine, COC1=CC2=C(N(C(=N2)C(F)(F)F)C=2N=CC(=NC2)N)C=C1 (5-(5-methoxy-2-trifluoromethyl-benzoimidazol-1-yl)-pyrazin-2-ylamine), CCOC(=O)C (EtOAc), resultant solution. Run in C(Cl)(Cl)Cl (CHCl3), C(Cl)(Cl)Cl (CHCl3). Run at temperature 55 celsius, time 8 hour. The product is FC1=C(C(=O)NC2=NC=C(N=C2)N2C(=NC3=C2C=CC(=C3)OC)C(F)(F)F)C(=CC=C1)F (2,6-difluoro-N-[5-(5-methoxy-2-trifluoromethyl-benzoimidazol-1-yl)-pyrazin-2-yl]-benzamide). RXN SMILES: [CH3:1][O:2][C:3]1[CH:22]=[CH:21][C:6]2[N:7]([C:14]3[N:15]=[CH:16][C:17]([NH2:20])=[N:18][CH:19]=3)[C:8]([C:10]([F:13])([F:12])[F:11])=[N:9][C:5]=2[CH:4]=1.[F:23][C:24]1[CH:32]=[CH:31][CH:30]=[C:29]([F:33])[C:25]=1[C:26](O)=[O:27].C(N=C=NCCCN(C)C)C.CCOC(C)=O>C(Cl)(Cl)Cl>[F:23][C:24]1[CH:32]=[CH:31][CH:30]=[C:29]([F:33])[C:25]=1[C:26]([NH:20][C:17]1[CH:16]=[N:15][C:14]([N:7]2[C:6]3[CH:21]=[CH:22][C:3]([O:2][CH3:1])=[CH:4][C:5]=3[N:9]=[C:8]2[C:10]([F:12])([F:13])[F:11])=[CH:19][N:18]=1)=[O:27]. Procedure: Into a 50 mL round bottom flask, was placed 5-(5-methoxy-2-trifluoromethyl-benzoimidazol-1-yl)-pyrazin-2-ylamine (v) (30 mg, 0.10 mmol). To this was added 2,6-difluorobenzoic acid (30 mg, 0.19 mmol), 1-ethyl-3-[3-dimethylaminopropyl]-carbodiimide (EDC) (100 mg, 0.52 mmol) and N,N-dimethylamino-pyridine (DMAP) (70 mg, 0.57 mmol) followed by CHCl3 (10 mL). The resulting solution was stirred at 55° C. overnight. The reaction progress was monitored by TLC (EtOAc/PE=1:2). After completion, the result...